From a dataset of the Open Reaction Database (ORD), a public repository of structured organic reaction records. describe an organic reaction: reactants, conditions, products, and yield Conditions: temperature 100 celsius, time 1 hour. Yield: 69.1%. Reactants: ClC1=C(C=C(C=C1)[N+](=O)[O-])[N+](=O)[O-] (1-chloro-2,4-dinitrobenzene), C(C1=CN=CC=C1)(=O)N (nicotinamide), resultant solution, CO (methanol). RXN SMILES: [Cl:1][C:2]1[CH:7]=[CH:6][C:5]([N+:8]([O-:10])=[O:9])=[CH:4][C:3]=1[N+:11]([O-:13])=[O:12].[C:14]([NH2:22])(=[O:21])[C:15]1[CH:20]=[CH:19][CH:18]=[N:17][CH:16]=1.CO>C(OCC)C>[Cl-:1].[C:14]([C:15]1[CH:16]=[N+:17]([C:2]2[CH:7]=[CH:6][C:5]([N+:8]([O-:10])=[O:9])=[CH:4][C:3]=2[N+:11]([O-:13])=[O:12])[CH:18]=[CH:19][CH:20]=1)(=[O:21])[NH2:22] |f:4.5|. Solvent: C(C)OCC (ethyl ether). Reported procedure: A mixture of 20 g (98.7 mmol) of 1-chloro-2,4-dinitrobenzene and 8 g (65.5 mmol) of nicotinamide was gradually heated to 100° C., then stirred at that temperature for one hour. The mixture was cooled to ambient temperature and 100 mL of anhydrous methanol were added. The resultant solution was poured into 400 mL of anhydrous ethyl ether, with vigorous stirring. The solvent was removed by decantation and the residual precipitate was dissolved in 100 mL of methanol. The resultant solution was pour... Product: [Cl-].C(N)(=O)C=1C=[N+](C=CC1)C1=C(C=C(C=C1)[N+](=O)[O-])[N+](=O)[O-] (3-Carbamoyl-1-(2,4-dinitrophenyl)pryidinium chloride).